This data is from the Open Reaction Database (ORD), a public repository of structured organic reaction records. The task is: describe an organic reaction: reactants, conditions, products, and yield Starting materials: C(C)(C)(C)OC(=O)N1CCC(CC1)NC1=CC=CC=C1 (1-(tert-Butoxycarbonyl)-4-phenylaminopiperidine), ClCC1=CC(=NC=C1)C1=CC(=C(C(=C1)OC)OC)OC (4-chloromethyl-2-(3,4,5-trimethoxyphenyl)pyridine). Product: C(C)(C)(C)OC(=O)N1CCC(CC1)N(CC1=CC(=NC=C1)C1=CC(=C(C(=C1)OC)OC)OC)C1=CC=CC=C1 (1-(tert-Butoxycarbonyl)-4-[N-phenyl-N-[[2-(3,4,5-trimethoxyphenyl)pyridin-4-yl]methyl]amino]piperidine). Reaction SMILES: [C:1]([O:5][C:6]([N:8]1[CH2:13][CH2:12][CH:11]([NH:14][C:15]2[CH:20]=[CH:19][CH:18]=[CH:17][CH:16]=2)[CH2:10][CH2:9]1)=[O:7])([CH3:4])([CH3:3])[CH3:2].Cl[CH2:22][C:23]1[CH:28]=[CH:27][N:26]=[C:25]([C:29]2[CH:34]=[C:33]([O:35][CH3:36])[C:32]([O:37][CH3:38])=[C:31]([O:39][CH3:40])[CH:30]=2)[CH:24]=1>>[C:1]([O:5][C:6]([N:8]1[CH2:9][CH2:10][CH:11]([N:14]([C:15]2[CH:20]=[CH:19][CH:18]=[CH:17][CH:16]=2)[CH2:22][C:23]2[CH:28]=[CH:27][N:26]=[C:25]([C:29]3[CH:34]=[C:33]([O:35][CH3:36])[C:32]([O:37][CH3:38])=[C:31]([O:39][CH3:40])[CH:30]=3)[CH:24]=2)[CH2:12][CH2:13]1)=[O:7])([CH3:4])([CH3:2])[CH3:3]. Reported procedure: 1-(tert-Butoxycarbonyl)-4-phenylaminopiperidine (553 mg) and 4-chloromethyl-2-(3,4,5-trimethoxyphenyl)pyridine (588 mg) was treated in the same manner as described in Example 9 to give light yellow amorphous of the title compound. The reactants are COC1=CC=C(C=N1)OC=1C=C2C=CC=C(C2=CC1)C(=O)[O-] (6-(6-methoxypyridin-3-yloxy)-1-naphthoate), [Li+].[OH-] (LiOH). Run in C1CCOC1 (THF). Yields the product COC1=CC=C(C=N1)OC=1C=C2C=CC=C(C2=CC1)C(=O)O (6-(6-methoxypyridin-3-yloxy)-1-naphthoic acid). RXN SMILES: [CH3:1][O:2][C:3]1[N:8]=[CH:7][C:6]([O:9][C:10]2[CH:11]=[C:12]3[C:17](=[CH:18][CH:19]=2)[C:16]([C:20]([O-:22])=[O:21])=[CH:15][CH:14]=[CH:13]3)=[CH:5][CH:4]=1.[Li+].[OH-]>C1COCC1>[CH3:1][O:2][C:3]1[N:8]=[CH:7][C:6]([O:9][C:10]2[CH:11]=[C:12]3[C:17](=[CH:18][CH:19]=2)[C:16]([C:20]([OH:22])=[O:21])=[CH:15][CH:14]=[CH:13]3)=[CH:5][CH:4]=1 |f:1.2|. Procedure: To a solution of 6-(6-methoxypyridin-3-yloxy)-1-naphthoate (480 mg, 1.55 mmol) in THF (155 mL) at RT was added 1M aqueous LiOH (31 mL). The reaction was stirred until the reaction was completed. THF was removed in vacuo. The aqueous layer was acidified using 6M aqueous HCl to pH=6-7 and extracted with EtOAc. The aqueous layer was further acidified to pH=5 and extracted with EtOAc. The combined organic layers were dried over Na2SO4, filtered and concentrated in vacuo to give the title compound, w... Reactants: FC=1C=C(C=CC1)C1=NNC2=C(C=C(C=C12)C#N)OC (3-(3-fluorophenyl)-7-methoxy-1H-indazole-5-carbonitrile), C(C)(=O)O (acetic acid), S(O)(O)(=O)=O (sulfuric acid). Solvent: O (water), O (water). Reaction conditions: temperature 100 celsius, time 1 day. The product is FC=1C=C(C=CC1)C1=NNC2=C(C=C(C=C12)C(=O)O)OC (3-(3-Fluorophenyl)-7-methoxy-1H-indazole-5-carboxylic acid). Reaction SMILES: [F:1][C:2]1[CH:3]=[C:4]([C:8]2[C:16]3[C:11](=[C:12]([O:19][CH3:20])[CH:13]=C(C#N)[CH:15]=3)[NH:10][N:9]=2)[CH:5]=[CH:6][CH:7]=1.[C:21]([OH:24])(=[O:23])[CH3:22].S(=O)(=O)(O)O>O>[F:1][C:2]1[CH:3]=[C:4]([C:8]2[C:16]3[C:11](=[C:12]([O:19][CH3:20])[CH:13]=[C:22]([C:21]([OH:24])=[O:23])[CH:15]=3)[NH:10][N:9]=2)[CH:5]=[CH:6][CH:7]=1. Procedure: To 450 mg of 3-(3-fluorophenyl)-7-methoxy-1H-indazole-5-carbonitrile were sequentially added 6 ml of glacial acetic acid, 2 ml of water and 2 ml of concentrated sulfuric acid, followed by stirring at 100° C. for one day. After standing to cool, water was added to the reaction mixture and the resulting crystals were collected by filtration. The crystals were sequentially washed with isopropanol and diethyl ether, to give 428 mg of the title compound as colorless crystals. The reactants are [N+](=[N-])=C (diazomethane), C(C)(=O)C1=C(C(=O)OCC)C=CC(N1)=O (ethyl 1,6-dihydro-2-acetyl-6-oxonicotinate). Solvent: CCOCC (ether). The product is C(C)(=O)C1=C(C(=O)OCC)C=CC(=N1)OC (ethyl 2-acetyl-6-methoxynicotinate). RXN SMILES: [N+](=[CH2:3])=[N-].[C:4]([C:7]1[NH:17][C:16](=[O:18])[CH:15]=[CH:14][C:8]=1[C:9]([O:11][CH2:12][CH3:13])=[O:10])(=[O:6])[CH3:5]>CCOCC>[C:4]([C:7]1[N:17]=[C:16]([O:18][CH3:3])[CH:15]=[CH:14][C:8]=1[C:9]([O:11][CH2:12][CH3:13])=[O:10])(=[O:6])[CH3:5]. Reported procedure: An ethereal solution of diazomethane (excess) is added to a stirred suspension of ethyl 1,6-dihydro-2-acetyl-6-oxonicotinate (2.20 g, 10.5 mmol) in 10 ml of ether. The ether and excess diazomethane are removed under vacuum, and the crude product is purified by column chromatography, eluting with 30% ethyl acetate/hexane to give ethyl 2-acetyl-6-methoxynicotinate. Reactants: C(CC(O)(C(=O)O)CC(=O)O)(=O)O (citric acid), C([C@@H](O)[C@@H](O)[C@H](O)[C@H](O)CO)O (mannitol), CN1CCC=2C=CC=C3C2[C@H]1CC4=C3C(=C(C=C4)O)O.Cl (apomorphine hydrochloride), CN1CCC=2C=CC=C3C2[C@H]1CC4=C3C(=C(C=C4)O)O.Cl (Apomorphine hydrochloride). Run in O (water). The product is CN1CCC=2C=CC=C3C2[C@H]1CC4=C3C(=C(C=C4)O)O (Apomorphine). Reaction SMILES: C(O)[C@H]([C@H]([C@@H]([C@@H](CO)O)O)O)O.[CH3:13][N:14]1[C@@H:23]2[CH2:24][C:25]3[CH:30]=[CH:29][C:28]([OH:31])=[C:27]([OH:32])[C:26]=3[C:21]3[C:22]2=[C:17]([CH:18]=[CH:19][CH:20]=3)[CH2:16][CH2:15]1.Cl.C(O)(=O)CC(CC(O)=O)(C(O)=O)O>O>[CH3:13][N:14]1[C@@H:23]2[CH2:24][C:25]3[CH:30]=[CH:29][C:28]([OH:31])=[C:27]([OH:32])[C:26]=3[C:21]3[C:22]2=[C:17]([CH:18]=[CH:19][CH:20]=3)[CH2:16][CH2:15]1 |f:1.2|. Reported procedure: Gelatin and mannitol are dispersed in purified water and mixed thoroughly (i.e., using a vacuum mixer) and homogenized. Apomorphine hydrochloride is added and the mixture was again homogenized to ensure complete dissolution of the apomorphine hydrochloride. The pH of the solution is adjusted to about 3.0 (i.e., by addition of a suitable acid, such as citric acid). The solution is then poured onto a sheet and dried in a heated oven. Reactants: [H-].[Na+] (Sodium hydride), C(CC(=O)OC)(=O)OC (dimethyl malonate), BrC/C=C/[Sn](CCCC)(CCCC)CCCC ([(1E)-3-bromoprop-1-enyl](tributyl)stannane). Solvent: CN(C)C=O (DMF). Conditions: temperature 20 celsius, time 3 hour. The product is C(CCC)[Sn](C/C=C/C(C(=O)OC)C(=O)OC)(CCCC)CCCC (Dimethyl [(2E)-3-(tributylstannyl)prop-1-enyl]malonate). RXN SMILES: [H-].[Na+].[C:3]([O:10][CH3:11])(=[O:9])[CH2:4][C:5]([O:7][CH3:8])=[O:6].Br[CH2:13]/[CH:14]=[CH:15]/[Sn:16]([CH2:25][CH2:26][CH2:27][CH3:28])([CH2:21][CH2:22][CH2:23][CH3:24])[CH2:17][CH2:18][CH2:19][CH3:20]>CN(C=O)C>[CH2:25]([Sn:16]([CH2:21][CH2:22][CH2:23][CH3:24])([CH2:17][CH2:18][CH2:19][CH3:20])[CH2:15]/[CH:14]=[CH:13]/[CH:4]([C:3]([O:10][CH3:11])=[O:9])[C:5]([O:7][CH3:8])=[O:6])[CH2:26][CH2:27][CH3:28] |f:0.1|. Procedure: Sodium hydride (75 mg) was added to a solution of dimethyl malonate (387 mg) in dry DMF (5 mL) at 0° C. [(1E)-3-bromoprop-1-enyl](tributyl)stannane (600 mg) was added to the reaction mixture after 10 min. The reaction mixture was stirred for 3 h at 20° C. and then quenched with saturated NH4Cl(aq.). Extraction with EtOAc and drying (MgSO4) of the organic phase gave, after concentration in vacuo, the crude product. Purification was done by chromatography eluting with petroleum ether/Et2O 12:1 to ... Starting materials: BrC=1C=C(C=CC1)C(C)(C)N (1-(3-bromo-phenyl)-1-methyl-ethylamine), CN(C1CCCCC1)C1CCCCC1 (N-methyldicyclohexylamine), C(C=C)(=O)OCC (ethyl acrylate), C(C)(C)(C)P(C(C)(C)C)C(C)(C)C (tri-tert-butylphospine). The reagents and catalysts are C=1C=CC(=CC1)/C=C/C(=O)/C=C/C2=CC=CC=C2.C=1C=CC(=CC1)/C=C/C(=O)/C=C/C2=CC=CC=C2.C=1C=CC(=CC1)/C=C/C(=O)/C=C/C2=CC=CC=C2.[Pd].[Pd] (tris(dibenzylideneacetone)dipalladium). The solvent is O1CCOCC1 (1,4-dioxane), O (water). Run at temperature 80 celsius. Product: COC(C(=CC1=CC(=CC=C1)C(C)(C)N)C)=O (3-[3-(1-Amino-1-methyl-ethyl)-phenyl]-2-methyl-acrylic acid methyl ester). Reaction SMILES: Br[C:2]1[CH:3]=[C:4]([C:8]([NH2:11])([CH3:10])[CH3:9])[CH:5]=[CH:6][CH:7]=1.CN([CH:20]1[CH2:25][CH2:24]CCC1)C1CCCCC1.C(P(C(C)(C)C)C(C)(C)C)(C)(C)C.[C:39]([O:43][CH2:44]C)(=[O:42])C=C>C1C=CC(/C=C/C(/C=C/C2C=CC=CC=2)=O)=CC=1.C1C=CC(/C=C/C(/C=C/C2C=CC=CC=2)=O)=CC=1.C1C=CC(/C=C/C(/C=C/C2C=CC=CC=2)=O)=CC=1.[Pd].[Pd].O.O1CCOCC1>[CH3:44][O:43][C:39](=[O:42])[C:25]([CH3:24])=[CH:20][C:2]1[CH:7]=[CH:6][CH:5]=[C:4]([C:8]([NH2:11])([CH3:10])[CH3:9])[CH:3]=1 |f:4.5.6.7.8|. Reported procedure: The mixture of 1-(3-bromo-phenyl)-1-methyl-ethylamine (0.74 g, 3.5 mmol), tris(dibenzylideneacetone)dipalladium (0.19 g, 0.21 mmol), and N-methyldicyclohexylamine (10 mmol) was purged with nitrogen followed by the addition of 1,4-dioxane (7 mL) and tri-tert-butylphospine (85 mg, 0.42 mmol). The mixture was again purged with nitrogen and ethyl acrylate (0.75 mL, 7.0 mmol) was added. The mixture was heated to 80° C. for 1 h, brought to room temperature, poured into water (50 mL) and extracted with...